Dataset: the Open Reaction Database (ORD), a public repository of structured organic reaction records. Task: describe an organic reaction: reactants, conditions, products, and yield Procedure details: 10.0 g (64.0 mmol) of methylester 3-aminothiophene-2-carboxylate (I) and 19.0 g (31.60 mmol) of urea are mixed and melted for 2 hours at 200° C. After cooling, the reaction mixture is dissolved in 1 molar sodium hydroxide solution and decolorized with activated charcoal. It is filtered and the filtrate is cooled and acidified with 4M hydrochloric acid. The precipitate formed is suction filtered and dried. 8.03 g of product II (75%) is obtained as a powder. Reactants: [OH-].[Na+] (sodium hydroxide), ClC=1N=C(C2=C(N1)CCS2)NC=2C=C(C(=O)O)C=CC2 (3-(2-chloro-6,7-dihydrothieno[3,2-d]pyrimidin-4-ylamino)benzoic acid), NC(=O)N (urea), C (charcoal). The yield is 75.0%. RXN SMILES: ClC1N=[C:4](NC2C=C(C=CC=2)C(O)=O)[C:5]2[S:10][CH2:9][CH2:8][C:6]=2N=1.[NH2:21][C:22]([NH2:24])=[O:23].C.[OH-:26].[Na+]>>[N:21]1[C:6]2[CH:8]=[CH:9][S:10][C:5]=2[C:4]([OH:26])=[N:24][C:22]=1[OH:23] |f:3.4|. Product: N1=C(N=C(C2=C1C=CS2)O)O (thieno[3,2-d]pyrimidine-2,4-diol). Run at time 2 hour.